describe an organic reaction: reactants, conditions, products, and yield From a dataset of the Open Reaction Database (ORD), a public repository of structured organic reaction records. Reaction conditions: temperature 60 celsius, time 2 day. Reactants: BrCC(=O)OCC (ethyl bromoacetate), C([O-])([O-])=O.[K+].[K+] (potassium carbonate), ClC1=CC=C(N)C=C1 (4-Chloroaniline). The solvent is C(C)#N (acetonitrile). Procedure: 4-Chloroaniline (2.0 g) was dissolved in acetonitrile (20 ml), and ethyl bromoacetate (2.1 g) and potassium carbonate (2.2 g) were added to stir the mixture at 60° C. for 2 days. The reaction mixture was filtered through Celite pad, and the filtrate was concentrated under reduced pressure. The resultant residue was purified by column chromatography on silica gel (hexane:chloroform=2:1) to obtain the title compound (2.3 g). RXN SMILES: [Cl:1][C:2]1[CH:8]=[CH:7][C:5]([NH2:6])=[CH:4][CH:3]=1.Br[CH2:10][C:11]([O:13][CH2:14][CH3:15])=[O:12].C(=O)([O-])[O-].[K+].[K+]>C(#N)C>[Cl:1][C:2]1[CH:8]=[CH:7][C:5]([NH:6][CH2:10][C:11]([O:13][CH2:14][CH3:15])=[O:12])=[CH:4][CH:3]=1 |f:2.3.4|. The yield is 85.6%. Product: ClC1=CC=C(NCC(=O)OCC)C=C1 (Ethyl 2-(4-chloroanilino)acetate). The reactants are CCOC(=O)CC(=O)C(O)C(Cc1ccccc1)NC(=O)OCc1ccccc1, CC#N, O=C(O)C(F)(F)F. Yields the product CCOC(=O)CC(=O)C(=O)C(Cc1ccccc1)NC(=O)OCc1ccccc1. RXN SMILES: [CH2:1]([CH3:2])[O:3][C:4]([CH2:5][C:6]([CH:7]([CH:8]([CH2:9][c:10]1[cH:11][cH:12][cH:13][cH:14][cH:15]1)[NH:16][C:17](=[O:18])[O:19][CH2:20][c:21]1[cH:22][cH:23][cH:24][cH:25][cH:26]1)[OH:27])=[O:28])=[O:29].[CH3:37][C:38]#[N:39].[OH:30][C:31]([C:32]([F:33])([F:34])[F:35])=[O:36]>>[CH2:1]([CH3:2])[O:3][C:4]([CH2:5][C:6]([C:7]([CH:8]([CH2:9][c:10]1[cH:11][cH:12][cH:13][cH:14][cH:15]1)[NH:16][C:17](=[O:18])[O:19][CH2:20][c:21]1[cH:22][cH:23][cH:24][cH:25][cH:26]1)=[O:27])=[O:28])=[O:29]. Reactants: C1(=CC=CC=C1)C1=NC2=C(C=CC=C2C=C1C)[C@H](CO[Si](C)(C)C(C)(C)C)N1[C@@H](CCCC1)C (2-phenyl-3-methyl-8-(1-(R)-[2-(R)-methylpiperidino]-2-[tert-butyldimethylsilyloxy]ethyl)quinoline), O1CCCC1 (tetrahydrofuran), O (water), ice, C(O)([O-])=O.[Na+] (sodium hydrogencarbonate), C(O)([O-])=O.[Na+] (sodium hydrogencarbonate). The solvent is C(C)(=O)O (acetic acid), C(C)OCC (ethyl ether). Reaction conditions: temperature 70 celsius. Yields the product C1(=CC=CC=C1)C1=NC2=C(C=CC=C2C=C1C)[C@H](CO)N1[C@@H](CCCC1)C ((+)-2-phenyl-3-methyl-8-(1-(R)-[2-(R)-methylpiperidino]-2-hydroxyethyl)quinoline). Isolated yield 79.3%. As a reaction SMILES: [C:1]1([C:7]2[C:16]([CH3:17])=[CH:15][C:14]3[C:9](=[C:10]([C@@H:18]([N:28]4[CH2:33][CH2:32][CH2:31][CH2:30][C@H:29]4[CH3:34])[CH2:19][O:20][Si](C(C)(C)C)(C)C)[CH:11]=[CH:12][CH:13]=3)[N:8]=2)[CH:6]=[CH:5][CH:4]=[CH:3][CH:2]=1.O1CCCC1.O.C(=O)([O-])O.[Na+]>C(O)(=O)C.C(OCC)C>[C:1]1([C:7]2[C:16]([CH3:17])=[CH:15][C:14]3[C:9](=[C:10]([C@@H:18]([N:28]4[CH2:33][CH2:32][CH2:31][CH2:30][C@H:29]4[CH3:34])[CH2:19][OH:20])[CH:11]=[CH:12][CH:13]=3)[N:8]=2)[CH:2]=[CH:3][CH:4]=[CH:5][CH:6]=1 |f:3.4|. Procedure details: A solution of 0.5 g (1.05 mmol) of 2-phenyl-3-methyl-8-(1-(R)-[2-(R)-methylpiperidino]-2-[tert-butyldimethylsilyloxy]ethyl)quinoline in a mixture of 15 ml of acetic acid, 5 ml of tetrahydrofuran and 5 ml of distilled water is heated at 70° C. for 40 hours and is then poured onto an ice-cold mixture of 150 ml of ethyl ether and of 150 ml of a saturated sodium hydrogencarbonate solution. The addition of sodium hydrogencarbonate is continued until a pH of approximately 9 is obtained. The mixture is... The reactants are COC(=O)CNc1ccc(C=CC(=O)N(C)Cc2c(C)[nH]c3ccccc23)cn1, COC(=O)CNc1ccc(C=CC(=O)N(C)Cc2cn(C)c3c(Cl)cccc23)cn1. Yields the product CN(Cc1cn(C)c2c(Cl)cccc12)C(=O)C=Cc1ccc(NCC(=O)O)nc1. Reaction SMILES: [CH3:31][O:32][C:33]([CH2:34][NH:35][c:36]1[n:37][cH:38][c:39]([CH:40]=[CH:41][C:42]([N:43]([CH3:44])[CH2:45][c:46]2[c:47]3[c:48]([cH:49][cH:50][cH:51][cH:52]3)[nH:53][c:54]2[CH3:55])=[O:56])[cH:57][cH:58]1)=[O:59].[Cl:1][c:2]1[cH:3][cH:4][cH:5][c:6]2[c:7]([CH2:12][N:13]([C:14]([CH:15]=[CH:16][c:17]3[cH:18][n:19][c:20]([NH:23][CH2:24][C:25](=[O:26])[O:27][CH3:28])[cH:21][cH:22]3)=[O:29])[CH3:30])[cH:8][n:9]([CH3:11])[c:10]12>>[Cl:1][c:2]1[cH:3][cH:4][cH:5][c:6]2[c:7]([CH2:12][N:13]([C:14]([CH:15]=[CH:16][c:17]3[cH:18][n:19][c:20]([NH:23][CH2:24][C:25](=[O:26])[OH:27])[cH:21][cH:22]3)=[O:29])[CH3:30])[cH:8][n:9]([CH3:11])[c:10]12. Reactants: C(C1=CC=CC=C1)OC1=C(C=CC(=C1)F)C=C[C@@H]([C@H](C)O[Si](C)(C)C(C)(C)C)O ((3S,4S)-1-(2-benzyloxy-4-fluorophenyl)-4-tert-butyldimethylsilyloxy-1-penten-3-ol). Reagents/catalysts: [Pd] (Pd—C). Solvent: CCOC(=O)C (EtOAc). Conditions: time 13 minute. Product: C(C1=CC=CC=C1)OC1=C(C=CC(=C1)F)CC[C@@H]([C@H](C)O[Si](C)(C)C(C)(C)C)O ((3S,4S)-1-(2-benzyloxy-4-fluorophenyl)-4-tert-butyldimethylsilyloxy-3-pentanol), OC1=C(C=CC(=C1)F)CC[C@@H]([C@H](C)O[Si](C)(C)C(C)(C)C)O ((3S,4S)-1-(2-hydroxy-4-fluorophenyl)-4-tert-butyldimethylsilyloxy-3-pentanol). The yield is 45.5%. Reaction SMILES: [CH2:1]([O:8][C:9]1[CH:14]=[C:13]([F:15])[CH:12]=[CH:11][C:10]=1[CH:16]=[CH:17][C@H:18]([OH:29])[C@@H:19]([O:21][Si:22]([C:25]([CH3:28])([CH3:27])[CH3:26])([CH3:24])[CH3:23])[CH3:20])[C:2]1[CH:7]=[CH:6][CH:5]=[CH:4][CH:3]=1>CCOC(C)=O.[Pd]>[CH2:1]([O:8][C:9]1[CH:14]=[C:13]([F:15])[CH:12]=[CH:11][C:10]=1[CH2:16][CH2:17][C@H:18]([OH:29])[C@@H:19]([O:21][Si:22]([C:25]([CH3:28])([CH3:27])[CH3:26])([CH3:23])[CH3:24])[CH3:20])[C:2]1[CH:3]=[CH:4][CH:5]=[CH:6][CH:7]=1.[OH:8][C:9]1[CH:14]=[C:13]([F:15])[CH:12]=[CH:11][C:10]=1[CH2:16][CH2:17][C@H:18]([OH:29])[C@@H:19]([O:21][Si:22]([C:25]([CH3:28])([CH3:27])[CH3:26])([CH3:23])[CH3:24])[CH3:20]. Procedure: A mixture of (3S,4S)-1-(2-benzyloxy-4-fluorophenyl)-4-tert-butyldimethylsilyloxy-1-penten-3-ol (2.62 g) and 10% Pd—C (0.52 g) in EtOAc (65 ml) was stirred under hydrogen atmosphere at atmospheric pressure for 13 min. Pd—C was removed by filtration and the filtrate was evaporated. The residual oil (2.38 g) was chromatographed over silica gel (30 g) eluting with a mixture of hexane and EtOAc (50:1 to 2:1) to give a colorless oil of (3S,4S)-1-(2-benzyloxy-4-fluorophenyl)-4-tert-butyldimethylsilylox...